describe an organic reaction: reactants, conditions, products, and yield From a dataset of the Open Reaction Database (ORD), a public repository of structured organic reaction records. The reactants are CSc1ncc2c(n1)-c1c(c(C(N)=O)nn1C)CC2, CCOC(C)=O, CCOCC, CN(C)C=O, O. Product: Cn1nc(C(N)=O)c2c1-c1nc(S(C)(=O)=O)ncc1CC2. As a reaction SMILES: [CH3:1][n:2]1[n:3][c:4]([C:17](=[O:18])[NH2:19])[c:5]2[c:14]1-[c:13]1[c:8]([cH:9][n:10][c:11]([S:15][CH3:16])[n:12]1)[CH2:7][CH2:6]2.[CH3:21][CH2:22][O:23][C:24](=[O:25])[CH3:26].[CH3:27][CH2:28][O:29][CH2:30][CH3:31].[CH3:32][N:33]([CH3:34])[CH:35]=[O:36].[OH2:20]>>[CH3:1][n:2]1[n:3][c:4]([C:17](=[O:18])[NH2:19])[c:5]2[c:14]1-[c:13]1[c:8]([cH:9][n:10][c:11]([S:15]([CH3:16])(=[O:20])=[O:23])[n:12]1)[CH2:7][CH2:6]2.